This data is from the Open Reaction Database (ORD), a public repository of structured organic reaction records. The task is: describe an organic reaction: reactants, conditions, products, and yield The product is CCOC(COc1cccc(CCO)c1)OCC. RXN SMILES: [Br:17][CH2:18][CH:19]([O:20][CH2:21][CH3:22])[O:23][CH2:24][CH3:25].[C:1](=[O:2])([O-:3])[O-:4].[Cs+:5].[Cs+:6].[O:27]=[CH:28][N:29]([CH3:30])[CH3:31].[OH2:26].[OH:7][CH2:8][CH2:9][c:10]1[cH:11][c:12]([OH:16])[cH:13][cH:14][cH:15]1>>[OH:7][CH2:8][CH2:9][c:10]1[cH:11][c:12]([O:16][CH2:18][CH:19]([O:20][CH2:21][CH3:22])[O:23][CH2:24][CH3:25])[cH:13][cH:14][cH:15]1. Reactants: CCOC(CBr)OCC, O=C([O-])[O-], [Cs+], [Cs+], CN(C)C=O, O, OCCc1cccc(O)c1. The reactants are NC1=CC=CC=C1 (Aniline), ClC(C(=O)OCC)=O (ethyl chloroxoacetate). The solvent is N1=CC=CC=C1 (pyridine), O (water). Run at time 48 hour. The product is C(C)OC(C(=O)NC1=CC=CC=C1)=O (N-phenyloxalamic acid ethyl ester). Yield: 81.1%. Reaction SMILES: [NH2:1][C:2]1[CH:7]=[CH:6][CH:5]=[CH:4][CH:3]=1.Cl[C:9](=[O:15])[C:10]([O:12][CH2:13][CH3:14])=[O:11]>N1C=CC=CC=1.O>[CH2:13]([O:12][C:10](=[O:11])[C:9]([NH:1][C:2]1[CH:7]=[CH:6][CH:5]=[CH:4][CH:3]=1)=[O:15])[CH3:14]. Procedure details: Aniline (3.4 g, 37 mmol) was dissolved in pyridine (50 mL), then ethyl chloroxoacetate (5.0 g, 37 mmol) was added to the resulting solution dropwise. The resulting mixture was stirred at room temperature for 48 hours, then diluted with water and extracted twice with EtOAc. The combined organic extracts were washed with 1N HCl, water, brine, then dried (Na2SO4) and concentrated to provide 5.8 g (81%) of an oil that crystallized on standing. 1H-NMR (DMSO-d6) δ: 1.3 (t, J=7 Hz, 3H), 4.3 (q, J=7 Hz,... Starting materials: CCO, CCOC(=O)Cn1c(=O)c2cc(Cc3ncc[nH]3)ccc2n(Cc2ccc(Cl)c(Cl)c2)c1=O, [Na+], [OH-]. Product: O=C(O)Cn1c(=O)c2cc(Cc3ncc[nH]3)ccc2n(Cc2ccc(Cl)c(Cl)c2)c1=O. Reaction SMILES: [CH3:36][CH2:37][OH:38].[Cl:3][c:4]1[cH:5][c:6]([CH2:11][n:12]2[c:13](=[O:35])[n:14]([CH2:29][C:30](=[O:31])[O:32][CH2:33][CH3:34])[c:15](=[O:28])[c:16]3[cH:17][c:18]([CH2:22][c:23]4[nH:24][cH:25][cH:26][n:27]4)[cH:19][cH:20][c:21]23)[cH:7][cH:8][c:9]1[Cl:10].[Na+:2].[OH-:1]>>[Cl:3][c:4]1[cH:5][c:6]([CH2:11][n:12]2[c:13](=[O:35])[n:14]([CH2:29][C:30](=[O:31])[OH:32])[c:15](=[O:28])[c:16]3[cH:17][c:18]([CH2:22][c:23]4[n:24][cH:25][cH:26][nH:27]4)[cH:19][cH:20][c:21]23)[cH:7][cH:8][c:9]1[Cl:10]. Reactants: NC1=NC(C=2C(=N1)N=CC2)=O (2-Aminopyrrolo(2,3-d)pyrimidin-4-one), C(C)(=O)OC(C)=O (acetic anhydride). Solvent: N1=CC=CC=C1 (pyridine). Conditions: time 2 hour. Product: N(C(=O)C)C1=NC(C=2C(=N1)N=CC2)=O (2-acetaminopyrrolo(2,3-d)pyrimidin-4-one). The yield is 64.9%. As a reaction SMILES: [NH2:1][C:2]1[N:7]=[C:6]2[N:8]=[CH:9][CH:10]=[C:5]2[C:4](=[O:11])[N:3]=1.[C:12](OC(=O)C)(=[O:14])[CH3:13]>N1C=CC=CC=1>[NH:1]([C:2]1[N:7]=[C:6]2[N:8]=[CH:9][CH:10]=[C:5]2[C:4](=[O:11])[N:3]=1)[C:12]([CH3:13])=[O:14]. Procedure: 2-Aminopyrrolo(2,3-d)pyrimidin-4-one (3.0 g) and acetic anhydride (10 g) are suspended in pyridine (50 ml) and the reaction is conducted under reflux for 24 hours. The solvent and excess reagent are distilled off under reduced pressure and, on an ice bath, 5% (W/V) alcoholic ammonia (20 ml) is added to the residue. The mixture is stirred for 2 hours. The resulting crystalline precipitate is collected by filtration and washed with dilute hydrochloric acid and water to give the above-identified co... Reactants: ClC=1C=C(C=CC1)C1=CC=C(C=C1)C[C@H](C[C@H](C(=O)O)O)NC(=O)C1=NN(C(N1)=O)C1=CC=CC=C1 ((2R,4R)-5-(3′-chlorobiphenyl-4-yl)-2-hydroxy-4-[(5-oxo-1-phenyl-4,5-dihydro-1H-[1,2,4]triazole-3-carbonyl)amino]pentanoic acid), C(OCCl)(OCC)=O (chloromethyl ethyl carbonate), N1=C(C=CC=C1C)C (2,6-lutidine), [Na+].[I-] (NaI). The solvent is CN(C)C=O (DMF). The product is C(C)OC(=O)OCOC([C@@H](C[C@@H](CC1=CC=C(C=C1)C1=CC(=CC=C1)Cl)NC(=O)C1=NN(C(N1)=O)C1=CC=CC=C1)O)=O ((2R,4R)-5-(3′-Chlorobiphenyl-4-yl)-2-hydroxy-4-[(5-oxo-1-phenyl-4,5-dihydro-1H-[1,2,4]triazole-3-carbonyl)amino]pentanoic Acid Ethoxycarbonyloxymethyl Ester). Isolated yield 4.3%. As a reaction SMILES: [Cl:1][C:2]1[CH:3]=[C:4]([C:8]2[CH:13]=[CH:12][C:11]([CH2:14][C@@H:15]([NH:22][C:23]([C:25]3[NH:29][C:28](=[O:30])[N:27]([C:31]4[CH:36]=[CH:35][CH:34]=[CH:33][CH:32]=4)[N:26]=3)=[O:24])[CH2:16][C@@H:17]([OH:21])[C:18]([OH:20])=[O:19])=[CH:10][CH:9]=2)[CH:5]=[CH:6][CH:7]=1.[C:37](=[O:44])([O:41][CH2:42][CH3:43])[O:38][CH2:39]Cl.N1C(C)=CC=CC=1C.[Na+].[I-]>CN(C=O)C>[CH2:42]([O:41][C:37]([O:38][CH2:39][O:19][C:18](=[O:20])[C@H:17]([OH:21])[CH2:16][C@H:15]([NH:22][C:23]([C:25]1[NH:29][C:28](=[O:30])[N:27]([C:31]2[CH:36]=[CH:35][CH:34]=[CH:33][CH:32]=2)[N:26]=1)=[O:24])[CH2:14][C:11]1[CH:10]=[CH:9][C:8]([C:4]2[CH:5]=[CH:6][CH:7]=[C:2]([Cl:1])[CH:3]=2)=[CH:13][CH:12]=1)=[O:44])[CH3:43] |f:3.4|. Reported procedure: A solution of (2R,4R)-5-(3′-chlorobiphenyl-4-yl)-2-hydroxy-4-[(5-oxo-1-phenyl-4,5-dihydro-1H-[1,2,4]triazole-3-carbonyl)amino]pentanoic acid (253 mg, 0.5 mmol), chloromethyl ethyl carbonate (69 mg, 0.5 mmol), 2,6-lutidine (165 mg, 1.5 mmol) and NaI (150 mg, 1 mmol) in DMF (20 mL) was stirred for 15 hours at 50° C. The mixture was quenched with water (20 mL) and extracted with EtOAc (3×30 mL). The combined organic layers were collected and concentrated in vacuo. The residue was purified by column... The reactants are BrC=1C=CC=C2C(N(C(NC12)=O)C1CC1)=O (8-bromo-3-cyclopropylquinazoline-2,4(1H,3H)-dione), O=P(Cl)(Cl)Cl (POCl3), CCN(C(C)C)C(C)C (DIPEA). Product: BrC=1C=CC=C2C(N(C(=NC12)Cl)C1CC1)=O (8-bromo-2-chloro-3-cyclopropylquinazolin-4(3H)-one). Isolated yield 85.2%. Reaction SMILES: [Br:1][C:2]1[CH:3]=[CH:4][CH:5]=[C:6]2[C:11]=1[NH:10][C:9](=O)[N:8]([CH:13]1[CH2:15][CH2:14]1)[C:7]2=[O:16].O=P(Cl)(Cl)[Cl:19].CCN(C(C)C)C(C)C>>[Br:1][C:2]1[CH:3]=[CH:4][CH:5]=[C:6]2[C:11]=1[N:10]=[C:9]([Cl:19])[N:8]([CH:13]1[CH2:15][CH2:14]1)[C:7]2=[O:16]. Procedure: A mixture of 8-bromo-3-cyclopropylquinazoline-2,4(1H,3H)-dione (723b; 5.00 g, 17.79 mmol), POCl3 (8.29 mL, 89.0 mmol) and DIPEA (12.38 mL, 71.1 mmol) was stirred at reflux overnight. The reaction was then cooled and concentrated. The brown syrup was cooled in an ice bath and then ice was added to the reaction mixture. The brown sludge was added to 100 mL of 10 M NaOH (aq.) and ice and stirred for 20 min. The mixture was filtered and the brown solid was washed with water and then put into solutio... Reactants: CC(=O)C1=CC=C(C=C1)Cl (4-chloroacetophenone), [Br-].C1(=CC=CC=C1)C(C1=CC=CC=C1)(C1=CC=CC=C1)[PH3+] (triphenylmethylphosphonium bromide), C(CCC)[Li] (n-butyllithium). Run in O1CCCC1 (THF), O1CCCC1 (tetrahydrofuran), CCCCCC (hexane). Run at temperature -10 celsius, time 1 hour. The product is ClC1=CC=C(C(=C)C)C=C1 (p-chloro-α-methylstyrene). Isolated yield 54.1%. As a reaction SMILES: [Br-].[C:2]1([C:8]([PH3+])([C:15]2C=CC=CC=2)[C:9]2C=CC=CC=2)[CH:7]=[CH:6][CH:5]=[CH:4][CH:3]=1.C([Li])CCC.CC(C1C=CC([Cl:36])=CC=1)=O>O1CCCC1.CCCCCC>[Cl:36][C:5]1[CH:6]=[CH:7][C:2]([C:8]([CH3:15])=[CH2:9])=[CH:3][CH:4]=1 |f:0.1|. Procedure: To a slurry of triphenylmethylphosphonium bromide (71.4 grams (g), 200 millimole (mmole)) in 500 milliliters (ml) dry tetrahydrofuran (THF) (distilled from sodium/benzophenone), were slowly added dropwise 129 ml (200 mmole) 1.55 molar (M) n-butyllithium in hexane. The reaction mixture was stirred for 30 minutes at -10° C. whereafter a solution of 30.92 g (200 mmol) 4-chloroacetophenone in 100 ml dry THF was slowly added dropwise. The reaction mixture was then stirred for one hour at -10° C., slo...